Dataset: the Open Reaction Database (ORD), a public repository of structured organic reaction records. Task: describe an organic reaction: reactants, conditions, products, and yield Reactants: BrN1C(CCC1=O)=O (N-bromosuccinimide), FC=1C=C(OC=2C=C(C=CC2)C)C=CC1 (3-(3-fluorophenoxy)-toluene), N(=NC(C#N)(C)C)C(C#N)(C)C (azodiisobutyronitrile). Run in C(Cl)(Cl)(Cl)Cl (carbon tetrachloride). Reaction conditions: temperature 10 celsius. The product is FC=1C=C(OC=2C=C(CBr)C=CC2)C=CC1 (3-(3-fluorophenoxy)-benzyl bromide). The yield is 58.3%. As a reaction SMILES: [F:1][C:2]1[CH:3]=[C:4]([CH:13]=[CH:14][CH:15]=1)[O:5][C:6]1[CH:7]=[C:8]([CH3:12])[CH:9]=[CH:10][CH:11]=1.[Br:16]N1C(=O)CCC1=O.N(C(C)(C)C#N)=NC(C)(C)C#N>C(Cl)(Cl)(Cl)Cl>[F:1][C:2]1[CH:3]=[C:4]([CH:13]=[CH:14][CH:15]=1)[O:5][C:6]1[CH:7]=[C:8]([CH:9]=[CH:10][CH:11]=1)[CH2:12][Br:16]. Reported procedure: 90 g (0.445 mol) of 3-(3-fluorophenoxy)-toluene were dissolved in 300 ml of anhydrous carbon tetrachloride and heated under reflux together with 79.3 g of N-bromosuccinimide. After reaching 70° C., 5 g of azodiisobutyronitrile were added. After about 10-20 minutes the reaction commenced, with evolution of heat, and after the exothermic reaction had subsided the mixture was heated for a further 4 hours under reflux. The reaction batch was then cooled to 10° C., the succinimide was filtered off an...